From a dataset of the Open Reaction Database (ORD), a public repository of structured organic reaction records. describe an organic reaction: reactants, conditions, products, and yield The reactants are CNC(=C[N+](=O)[O-])SC, NCc1ccc2c(c1)Nc1nccnc1S2, C1CCOC1, O. Yields the product CNC(=C[N+](=O)[O-])NCc1ccc2c(c1)Nc1nccnc1S2. As a reaction SMILES: [CH3:17][NH:18][C:19](=[CH:20][N+:21](=[O:22])[O-:23])[S:24][CH3:25].[NH2:1][CH2:2][c:3]1[cH:4][cH:5][c:6]2[c:7]([cH:16]1)[NH:8][c:9]1[c:10]([n:12][cH:13][cH:14][n:15]1)[S:11]2.[O:26]1[CH2:27][CH2:28][CH2:29][CH2:30]1.[OH2:31]>>[NH:1]([CH2:2][c:3]1[cH:4][cH:5][c:6]2[c:7]([cH:16]1)[NH:8][c:9]1[c:10]([n:12][cH:13][cH:14][n:15]1)[S:11]2)[C:19]([NH:18][CH3:17])=[CH:20][N+:21](=[O:22])[O-:23]. Starting materials: ClCCl, CCOC(C)=O, CC(C)[SiH](C(C)C)C(C)C, Fc1cccc(-c2nn(C(c3ccccc3)(c3ccccc3)c3ccccc3)c3ccc(COC4CCOC4)cc23)c1, O=C(O)C(F)(F)F. Yields the product Fc1cccc(-c2n[nH]c3ccc(COC4CCOC4)cc23)c1. Reaction SMILES: [CH2:66]([Cl:67])[Cl:68].[CH3:60][CH2:61][O:62][C:63](=[O:64])[CH3:65].[CH:43]([SiH:44]([CH:45]([CH3:46])[CH3:47])[CH:48]([CH3:49])[CH3:50])([CH3:51])[CH3:52].[F:1][c:2]1[cH:3][c:4](-[c:8]2[n:9][n:10]([C:24]([c:25]3[cH:26][cH:27][cH:28][cH:29][cH:30]3)([c:31]3[cH:32][cH:33][cH:34][cH:35][cH:36]3)[c:37]3[cH:38][cH:39][cH:40][cH:41][cH:42]3)[c:11]3[cH:12][cH:13][c:14]([CH2:17][O:18][CH:19]4[CH2:20][O:21][CH2:22][CH2:23]4)[cH:15][c:16]23)[cH:5][cH:6][cH:7]1.[OH:53][C:54]([C:55]([F:56])([F:57])[F:58])=[O:59]>>[F:1][c:2]1[cH:3][c:4](-[c:8]2[n:9][nH:10][c:11]3[cH:12][cH:13][c:14]([CH2:17][O:18][CH:19]4[CH2:20][O:21][CH2:22][CH2:23]4)[cH:15][c:16]23)[cH:5][cH:6][cH:7]1. Reactants: ice, CCCC[N+](CCCC)(CCCC)CCCC.O.O.O.[F-] (tetrabutylammonium fluoride-trihydrate), BrC=1C=C(C=CC1)NC1=NC=NC2=CC(=C(C=C12)[N+](=O)[O-])OCCCO[Si](C)(C)C(C)(C)C (4-[(3-bromophenyl)amino]-7-[3-(tert. butyldimethylsilyloxy)-propyloxy]-6-nitro-quinazoline), [Cl-].[NH4+] (ammonium chloride). Run in O1CCCC1 (tetrahydrofuran). Run at time 2 hour. Product: BrC=1C=C(C=CC1)NC1=NC=NC2=CC(=C(C=C12)[N+](=O)[O-])OCCCO (4-[(3-Bromophenyl)amino]-7-(3-hydroxy-propyloxy)-6-nitro-quinazoline). RXN SMILES: CCCC[N+](CCCC)(CCCC)CCCC.O.O.O.[F-].[Br:22][C:23]1[CH:24]=[C:25]([NH:29][C:30]2[C:39]3[C:34](=[CH:35][C:36]([O:43][CH2:44][CH2:45][CH2:46][O:47][Si](C(C)(C)C)(C)C)=[C:37]([N+:40]([O-:42])=[O:41])[CH:38]=3)[N:33]=[CH:32][N:31]=2)[CH:26]=[CH:27][CH:28]=1.[Cl-].[NH4+]>O1CCCC1>[Br:22][C:23]1[CH:24]=[C:25]([NH:29][C:30]2[C:39]3[C:34](=[CH:35][C:36]([O:43][CH2:44][CH2:45][CH2:46][OH:47])=[C:37]([N+:40]([O-:42])=[O:41])[CH:38]=3)[N:33]=[CH:32][N:31]=2)[CH:26]=[CH:27][CH:28]=1 |f:0.1.2.3.4,6.7|. Procedure details: 5.60 g tetrabutylammonium fluoride-trihydrate are added to 2.50 g of 4-[(3-bromophenyl)amino]-7-[3-(tert. butyldimethylsilyloxy)-propyloxy]-6-nitro-quinazoline in 25 ml of tetrahydrofuran. The reaction mixture is stirred for about 2 hours at ambient temperature. After the cleavage is complete, the reaction mixture is combined with 150 ml of a 2% ammonium chloride solution and cooled in the ice bath. A yellow precipitate is formed which is suction filtered and washed with water. The precipitate, ... The reactants are COC1=CC=C(C=C1)S(=O)(=O)NC1=CC=C(C=C1)N1CCC(CC1)=O (4-Methoxy-N-[4-(4-oxo-piperidine-1-yl)-phenyl]benzenesulfonamide), C1=CC(=CC(=C1)O)C(CN)O (DL-norphenylephrine). Product: OC(CNC1CCN(CC1)C1=CC=C(C=C1)NS(=O)(=O)C1=CC=C(C=C1)OC)C1=CC(=CC=C1)O (N-(4-{4-[2-Hydroxy-2-(3-hydroxy-phenyl)-ethylamino]-piperidine-1-yl}-phenyl)-4-methoxy-benzenesulfonamide). Reaction SMILES: [CH3:1][O:2][C:3]1[CH:8]=[CH:7][C:6]([S:9]([NH:12][C:13]2[CH:18]=[CH:17][C:16]([N:19]3[CH2:24][CH2:23][C:22](=O)[CH2:21][CH2:20]3)=[CH:15][CH:14]=2)(=[O:11])=[O:10])=[CH:5][CH:4]=1.[CH:26]1[CH:31]=[C:30]([OH:32])[CH:29]=[C:28]([CH:33]([OH:36])[CH2:34][NH2:35])[CH:27]=1>>[OH:36][CH:33]([C:28]1[CH:27]=[CH:26][CH:31]=[C:30]([OH:32])[CH:29]=1)[CH2:34][NH:35][CH:22]1[CH2:21][CH2:20][N:19]([C:16]2[CH:15]=[CH:14][C:13]([NH:12][S:9]([C:6]3[CH:7]=[CH:8][C:3]([O:2][CH3:1])=[CH:4][CH:5]=3)(=[O:10])=[O:11])=[CH:18][CH:17]=2)[CH2:24][CH2:23]1. Reported procedure: The title compound was prepared from 4-methoxy-N-[4-(4-oxo-piperidine-1-yl)-phenyl]-benzenesulfonamide (which was obtained in Example 218) and DL-norphenylephrine according to the procedure of Example 255 as a white solid; 1H NMR (300 MHz, DMSO-d6) δ 1.25-1.60 (m, 2H), 2.00-2.15 (m, 2H), 2.50-3.10 (m, 5H), 3.60-3.70 (m, 2H), 3.79 (s, 3H), 4.80-4.90 (m, 1H), 6.05 (brs, 1H), 6.70-6.80 (m, 1H), 6.80-6.85 (m, 4H), 6.90 (d, J=9.0 Hz, 2H), 7.02 (d, J=9.0 Hz, 2H), 7.16 (t, J=7.7 Hz, 1H), 7.60 (d, J=9.0... Isolated yield 78.0%. Starting materials: COC=1C=C(C(=O)C2=CC(=CC=C2)[N+](=O)[O-])C=CC1OC (3,4-dimethoxy-3'-nitrobenzophenone), [Cl-].[Al+3].[Cl-].[Cl-] (aluminum chloride), [N+](=O)([O-])C1=CC=C(C(=O)Cl)C=C1 (4-nitrobenzoyl chloride), C=1(C(OC)=CC=CC1)OC (veratrole). Procedure details: 3,4-Dimethoxy-4'-nitrobenzophenone was prepared analogously to 3,4-dimethoxy-3'-nitrobenzophenone using veratrole (3.8 mL, 30 mmol), aluminum chloride (4.4 g, 33 mmol) and 4-nitrobenzoyl chloride (5.7 g, 30 mmol) with a reaction time of 48 hours at reflux. The crude mixture was purified by flash column chromatography (silica gel, 4% ethyl acetate/methylene chloride) to afford 1.69 g (78%) of the product as a white solid: mp 172-173° C.; 1H NMR (CDCl3) δ 8.43-8.31 (m, 2 H), 7.97-7.86 (m, 2 H), 7.... Yields the product COC=1C=C(C(=O)C2=CC=C(C=C2)[N+](=O)[O-])C=CC1OC (3,4-Dimethoxy-4'-nitrobenzophenone), product. As a reaction SMILES: [CH3:1][O:2][C:3]1[CH:4]=[C:5]([CH:17]=[CH:18][C:19]=1[O:20][CH3:21])[C:6]([C:8]1[CH:13]=[CH:12][CH:11]=[C:10]([N+]([O-])=O)[CH:9]=1)=[O:7].C1(OC)C(=CC=CC=1)OC.[Cl-].[Al+3].[Cl-].[Cl-].[N+:36](C1C=CC(C(Cl)=O)=CC=1)([O-:38])=[O:37]>>[CH3:1][O:2][C:3]1[CH:4]=[C:5]([CH:17]=[CH:18][C:19]=1[O:20][CH3:21])[C:6]([C:8]1[CH:9]=[CH:10][C:11]([N+:36]([O-:38])=[O:37])=[CH:12][CH:13]=1)=[O:7] |f:2.3.4.5|. The reactants are CC(C)(C)OC(=O)NCC(=O)O, CCOC(C)=O, CN(C)C=O, CCN(C(C)C)C(C)C, COc1cc(O)ccc1-c1ccc2c(c1COc1cc(F)ccc1C)C(C)=CC(C)(C)N2. Product: COc1cc(OC(=O)CNC(=O)OC(C)(C)C)ccc1-c1ccc2c(c1COc1cc(F)ccc1C)C(C)=CC(C)(C)N2. Reaction SMILES: [C:33](=[O:34])([O:35][C:36]([CH3:37])([CH3:38])[CH3:39])[NH:40][CH2:41][C:42](=[O:43])[OH:44].[CH3:54][CH2:55][O:56][C:57](=[O:58])[CH3:59].[CH3:60][N:61]([CH3:62])[CH:63]=[O:64].[CH:45]([N:46]([CH2:47][CH3:48])[CH:49]([CH3:50])[CH3:51])([CH3:52])[CH3:53].[F:1][c:2]1[cH:3][cH:4][c:5]([CH3:32])[c:6]([O:7][CH2:8][c:9]2[c:10]3[c:15]([cH:16][cH:17][c:18]2-[c:19]2[c:20]([O:26][CH3:27])[cH:21][c:22]([OH:25])[cH:23][cH:24]2)[NH:14][C:13]([CH3:28])([CH3:29])[CH:12]=[C:11]3[CH3:30])[cH:31]1>>[F:1][c:2]1[cH:3][cH:4][c:5]([CH3:32])[c:6]([O:7][CH2:8][c:9]2[c:10]3[c:15]([cH:16][cH:17][c:18]2-[c:19]2[c:20]([O:26][CH3:27])[cH:21][c:22]([O:25][C:42]([CH2:41][NH:40][C:33](=[O:34])[O:35][C:36]([CH3:37])([CH3:38])[CH3:39])=[O:43])[cH:23][cH:24]2)[NH:14][C:13]([CH3:28])([CH3:29])[CH:12]=[C:11]3[CH3:30])[cH:31]1. Product: CCNc1ccc(N)cc1[N+](=O)[O-]. The reactants are C1CCOC1, CCN, CCOC(C)=O, Nc1ccc(F)c([N+](=O)[O-])c1. RXN SMILES: [CH2:15]1[O:16][CH2:17][CH2:18][CH2:19]1.[CH3:12][CH2:13][NH2:14].[CH3:20][CH2:21][O:22][C:23]([CH3:24])=[O:25].[NH2:1][c:2]1[cH:3][cH:4][c:5]([F:6])[c:7]([N+:9]([O-:10])=[O:11])[cH:8]1>>[NH2:1][c:2]1[cH:3][cH:4][c:5]([NH:14][CH2:13][CH3:12])[c:7]([N+:9]([O-:10])=[O:11])[cH:8]1. Starting materials: C1COCCN1 (effective_coupling_partner), CC(C)(C)C(=O)Oc1ccc(C(F)(F)F)cc1 (substrate). The reagents and catalysts are IPr. Run at temperature 80 celsius, time 3 hour. The product is FC(F)(F)c2ccc(N1CCOCC1)cc2. Reactants: C1CCOC1, CN1CCCC1C(=O)Cl, CCCC1=NNC(=O)C1=C1C=C(Sc2ccc(N)cc2)c2ccccc2N1. Product: CCCC1=NNC(=O)C1=C1C=C(Sc2ccc(NC(=O)C3CCCN3C)cc2)c2ccccc2N1. Reaction SMILES: [CH2:37]1[O:38][CH2:39][CH2:40][CH2:41]1.[CH3:28][N:29]1[CH:30]([C:34](=[O:35])[Cl:36])[CH2:31][CH2:32][CH2:33]1.[NH2:1][c:2]1[cH:3][cH:4][c:5]([S:8][C:9]2=[CH:10][C:11](=[C:19]3[C:20]([CH2:25][CH2:26][CH3:27])=[N:21][NH:22][C:23]3=[O:24])[NH:12][c:13]3[cH:14][cH:15][cH:16][cH:17][c:18]32)[cH:6][cH:7]1>>[NH:1]([c:2]1[cH:3][cH:4][c:5]([S:8][C:9]2=[CH:10][C:11](=[C:19]3[C:20]([CH2:25][CH2:26][CH3:27])=[N:21][NH:22][C:23]3=[O:24])[NH:12][c:13]3[cH:14][cH:15][cH:16][cH:17][c:18]32)[cH:6][cH:7]1)[C:34]([CH:30]1[N:29]([CH3:28])[CH2:33][CH2:32][CH2:31]1)=[O:35]. The reactants are [BH4-], CC(C)(C)OC(=O)N1CCC(N)C1, CO, O=Cc1ccc(Cl)cc1[N+](=O)[O-], [Na+]. Yields the product CC(C)(C)OC(=O)N1CCC(NCc2ccc(Cl)cc2[N+](=O)[O-])C1. RXN SMILES: [BH4-:26].[C:1]([CH3:2])([CH3:3])([CH3:4])[O:5][C:6](=[O:7])[N:8]1[CH2:9][CH:10]([NH2:13])[CH2:11][CH2:12]1.[CH3:28][OH:29].[Cl:14][c:15]1[cH:16][c:17]([N+:23](=[O:24])[O-:25])[c:18]([CH:19]=[O:20])[cH:21][cH:22]1.[Na+:27]>>[C:1]([CH3:2])([CH3:3])([CH3:4])[O:5][C:6](=[O:7])[N:8]1[CH2:9][CH:10]([NH:13][CH2:19][c:18]2[c:17]([N+:23](=[O:24])[O-:25])[cH:16][c:15]([Cl:14])[cH:22][cH:21]2)[CH2:11][CH2:12]1.